From a dataset of the Open Reaction Database (ORD), a public repository of structured organic reaction records. describe an organic reaction: reactants, conditions, products, and yield Starting materials: CC(C)(C)OC(=O)N1CCCC(CNc2ccccc2)C1, COCC(=O)Cl, ClCCl. Product: COCC(=O)N(CC1CCCN(C(=O)OC(C)(C)C)C1)c1ccccc1. RXN SMILES: [C:1](=[O:2])([O:3][C:4]([CH3:5])([CH3:6])[CH3:7])[N:8]1[CH2:9][CH:10]([CH2:14][NH:15][c:16]2[cH:17][cH:18][cH:19][cH:20][cH:21]2)[CH2:11][CH2:12][CH2:13]1.[CH3:22][O:23][CH2:24][C:25](=[O:26])[Cl:27].[Cl:28][CH2:29][Cl:30]>>[C:1](=[O:2])([O:3][C:4]([CH3:5])([CH3:6])[CH3:7])[N:8]1[CH2:9][CH:10]([CH2:14][N:15]([c:16]2[cH:17][cH:18][cH:19][cH:20][cH:21]2)[C:25]([CH2:24][O:23][CH3:22])=[O:26])[CH2:11][CH2:12][CH2:13]1. RXN SMILES: [Cl:1][C:2]1[N:7]=[C:6]2[CH:8]=[C:9]([CH:20]=[O:21])[N:10](S(C3C=CC=CC=3)(=O)=O)[C:5]2=[CH:4][CH:3]=1.[OH-].[Na+].CO.[NH4+].[Cl-]>C1COCC1>[Cl:1][C:2]1[N:7]=[C:6]2[CH:8]=[C:9]([CH:20]=[O:21])[NH:10][C:5]2=[CH:4][CH:3]=1 |f:1.2,4.5|. Product: ClC1=CC=C2C(=N1)C=C(N2)C=O (5-chloro-1H-pyrrolo[3,2-b]pyridine-2-carbaldehyde). The solvent is C1CCOC1 (THF). Procedure details: A solution of 5-chloro-1-(phenylsulfonyl)-1H-pyrrolo[3,2-b]pyridine-2-carbaldehyde (0.42 g, 1.3 mmol, prepared in Step 1) in THF (10 mL) was added to a mixture of 2.8 M NaOH (12 mL, 34 mmol) and MeOH (10 mL) at 0° C. After 40 minutes, the reaction was allowed to come to room temperature and stir for 30 minutes. Saturated NH4Cl was added and was extracted twice with DCM. The extracts were washed with water and then with brine, dried over sodium sulfate, filtered and concentrated. Flash chromatogr... The reactants are ClC1=CC=C2C(=N1)C=C(N2S(=O)(=O)C2=CC=CC=C2)C=O (5-chloro-1-(phenylsulfonyl)-1H-pyrrolo[3,2-b]pyridine-2-carbaldehyde), [OH-].[Na+] (NaOH), CO (MeOH), [NH4+].[Cl-] (NH4Cl). Conditions: time 40 minute. Reaction conditions: time 2 hour. The reactants are CC=1N=NSC1C=O (4-methyl-1,2,3-thiadiazole-5-carbaldehyde), C(#N)CC(=O)OCC (ethyl cyanoacetate), N1CCCC1 (pyrrolidine), S(=O)(=O)(O)C1=CC=C(C)C=C1 (tosylic acid), [Na] (sodium). Reaction SMILES: [CH3:1][C:2]1[N:3]=[N:4][S:5][C:6]=1[CH:7]=O.[C:9]([CH2:11][C:12]([O:14][CH2:15][CH3:16])=[O:13])#[N:10].N1CCCC1.S(C1C=CC(C)=CC=1)(O)(=O)=O.[Na]>C1(C)C=CC=CC=1>[C:9]([C:11](=[CH:7][C:6]1[S:5][N:4]=[N:3][C:2]=1[CH3:1])[C:12]([O:14][CH2:15][CH3:16])=[O:13])#[N:10] |^1:32|. Reported procedure: To 50 ml of toluene were added 1.5 g (12 mmol) of 4-methyl-1,2,3-thiadiazole-5-carbaldehyde, 1.5 g (13 mmol) of ethyl cyanoacetate, 0.40 g (6.0 mmol) of pyrrolidine and 0.20 g (1.2 mmol) of tosylic acid. In a reactor equipped with a Dean-Stark dehydrating apparatus, the mixture obtained above was stirred for 2 hours with heating under reflux. After the reaction was completed, a saturated aqueous solution of sodium Achloride was added to the reaction mixture, the objective product was extracted w... The product is C(#N)C(C(=O)OCC)=CC1=C(N=NS1)C (ethyl 2-cyano-3-(4-methyl-1,2,3-thiadiazol-5-yl)-2-propenate). The yield is 27.2%. The solvent is C1(=CC=CC=C1)C (toluene). Starting materials: C(C1=CC=CC=C1)(=O)NC1=CC=C(C=C1)C1=CC=C2CN(C(C2=C1)=O)[C@H](C(=O)O)C(C)C ((S)-2-(6-(4-Benzamidophenyl)-1-oxoisoindolin-2-yl)-3-methylbutanoic acid), CC([C@@H](C(=O)OC)N1C(C2=CC(=CC=C2C1)C1=CC=C(C=C1)NC(=O)C1=CC(=NO1)C1=CC=C(C=C1)C(F)(F)F)=O)C ((S)-Methyl 3-methyl-2-(1-oxo-6-(4-(3-(4-(trifluoromethyl)phenyl)isoxazole-5-carboxamido)phenyl)isoindolin-2-yl)butanoate). Yields the product CC([C@@H](C(=O)O)N1C(C2=CC(=CC=C2C1)C1=CC=C(C=C1)NC(=O)C1=CC(=NO1)C1=CC=C(C=C1)C(F)(F)F)=O)C ((S)-3-Methyl-2-(1-oxo-6-(4-(3-(4-(trifluoromethyl)phenyl)isoxazole-5-carboxamido)phenyl)isoindolin-2-yl)butanoic acid). Yield: 82.0%. RXN SMILES: C(NC1C=CC(C2C=C3C(CN([C@@H](C(C)C)C(O)=O)C3=O)=CC=2)=CC=1)(=O)C1C=CC=CC=1.[CH3:33][CH:34]([CH3:74])[C@H:35]([N:40]1[CH2:48][C:47]2[C:42](=[CH:43][C:44]([C:49]3[CH:54]=[CH:53][C:52]([NH:55][C:56]([C:58]4[O:62][N:61]=[C:60]([C:63]5[CH:68]=[CH:67][C:66]([C:69]([F:72])([F:71])[F:70])=[CH:65][CH:64]=5)[CH:59]=4)=[O:57])=[CH:51][CH:50]=3)=[CH:45][CH:46]=2)[C:41]1=[O:73])[C:36]([O:38]C)=[O:37]>>[CH3:33][CH:34]([CH3:74])[C@H:35]([N:40]1[CH2:48][C:47]2[C:42](=[CH:43][C:44]([C:49]3[CH:50]=[CH:51][C:52]([NH:55][C:56]([C:58]4[O:62][N:61]=[C:60]([C:63]5[CH:64]=[CH:65][C:66]([C:69]([F:72])([F:71])[F:70])=[CH:67][CH:68]=5)[CH:59]=4)=[O:57])=[CH:53][CH:54]=3)=[CH:45][CH:46]=2)[C:41]1=[O:73])[C:36]([OH:38])=[O:37]. Procedure details: The compound of example 620 was prepared analogous to the compound of example 98 by hydrolysis of compound of example 619. Reactants: CC(=O)O[BH-](OC(C)=O)OC(C)=O, CC(C)CNCC1CCCN1C(=O)OC(C)(C)C, O=Cc1cc(Cl)cc(Cl)c1, ClCCCl, [Na+], [Na+], CN(C)C=O, [OH-], O. The product is CC(C)CN(Cc1cc(Cl)cc(Cl)c1)CC1CCCN1C(=O)OC(C)(C)C. RXN SMILES: [C:29]([O:30][BH-:31]([O:32][C:33](=[O:34])[CH3:35])[O:36][C:37](=[O:38])[CH3:39])(=[O:40])[CH3:41].[CH2:11]([CH:12]([CH3:13])[CH3:14])[NH:15][CH2:16][CH:17]1[N:18]([C:22](=[O:23])[O:24][C:25]([CH3:26])([CH3:27])[CH3:28])[CH2:19][CH2:20][CH2:21]1.[Cl:1][c:2]1[cH:3][c:4]([CH:5]=[O:6])[cH:7][c:8]([Cl:10])[cH:9]1.[Cl:45][CH2:46][CH2:47][Cl:48].[Na+:42].[Na+:44].[O:49]=[CH:50][N:51]([CH3:52])[CH3:53].[OH-:43].[OH2:54]>>[Cl:1][c:2]1[cH:3][c:4]([CH2:5][N:15]([CH2:11][CH:12]([CH3:13])[CH3:14])[CH2:16][CH:17]2[N:18]([C:22](=[O:23])[O:24][C:25]([CH3:26])([CH3:27])[CH3:28])[CH2:19][CH2:20][CH2:21]2)[cH:7][c:8]([Cl:10])[cH:9]1. RXN SMILES: Br[C:2]1[CH:11]=[CH:10][C:5]2[N:6]=[C:7]([NH2:9])[S:8][C:4]=2[CH:3]=1.[F:12][C:13]1[CH:14]=[C:15](B2OC(C)(C)C(C)(C)O2)[CH:16]=[CH:17][C:18]=1[O:19][CH3:20]>>[F:12][C:13]1[CH:14]=[C:15]([C:2]2[CH:11]=[CH:10][C:5]3[N:6]=[C:7]([NH2:9])[S:8][C:4]=3[CH:3]=2)[CH:16]=[CH:17][C:18]=1[O:19][CH3:20]. The reactants are BrC1=CC2=C(N=C(S2)N)C=C1 (6-bromobenzo[d]thiazol-2-amine), FC=1C=C(C=CC1OC)B1OC(C(O1)(C)C)(C)C (2-(3-fluoro-4-methoxyphenyl)-4,4,5,5-tetramethyl-1,3,2-dioxaborolane), solid. The product is FC=1C=C(C=CC1OC)C1=CC2=C(N=C(S2)N)C=C1 (6-(3-fluoro-4-methoxyphenyl)benzo[d]thiazol-2-amine). Procedure details: Compound 6-(3-fluoro-4-methoxyphenyl)benzo[d]thiazol-2-amine (W143) was prepared using the general procedure for Suzuki coupling reaction between 6-bromobenzo[d]thiazol-2-amine (75 mg, 0.3 mmol) and 2-(3-fluoro-4-methoxyphenyl)-4,4,5,5-tetramethyl-1,3,2-dioxaborolane (69 mg, 0.3 mmol), as a white solid (30 mg, 36%). 1H NMR (400 MHz, acetone-d6) δ 7.92 (d, J=2.0 Hz, 1 H), 7.52 (dd, J=8.4, 2.0 Hz, 1 H), 7.47-7.24 (m, 3 H), 7.20 (t, J=8.4 Hz, 1 H), 6.86 (brs, 2 H), 3.92 (s, 3 H); MS (ESI) m/z 275 (... The product is C1(CCC2=CC=CC=C12)=O (indanone). Starting materials: CC1CC(C2=C(C=CC(=C12)OC)OC)=O (3-methyl-4,7-dimethoxyindan-1-one). Reported procedure: The above-described aromatic composition of the present process is added in an amount of 1 ppm to the material meat of sausages, and this material meat is smoked to make sausges. Likewise, the mixture (in the ratio 2:1) of 3-methyl-4,7-dimethoxyindan-1-one and 3,4-dimethyl-7-hydroxindan-1-one is dissolved in ethanol in an amount of 5 %, and the solution is added to the material meat but in an amount to give 10 ppm by weight of said indanone compounds mixture thereto, and the material is smoked. RXN SMILES: C[CH:2]1[C:10]2[C:5](=[C:6](OC)[CH:7]=[CH:8][C:9]=2OC)[C:4](=[O:15])[CH2:3]1>C(O)C>[C:4]1(=[O:15])[C:5]2[C:10](=[CH:9][CH:8]=[CH:7][CH:6]=2)[CH2:2][CH2:3]1. The solvent is 3,4-dimethyl-7-hydroxindan-1, C(C)O (ethanol). The reactants are [N+](=O)([O-])C1=C(C=C(C=C1)OC1=C(C=C(C=C1)C(F)(F)F)Cl)NC(C)=O (N-[2-nitro-5(2-chloro-4-{trifluoromethyl}phenoxy)phenyl]acetamide). Solvent: S(O)(O)(=O)=O (sulphuric acid). Conditions: temperature 50 celsius. The product is NC1=C(C=CC(=C1)OC1=C(C=C(C=C1)C(F)(F)F)Cl)[N+](=O)[O-] (1-amino-2-nitro-5-[2-chloro-4-(trifluoromethyl)phenoxy]benzene). The yield is 66.1%. As a reaction SMILES: [N+:1]([C:4]1[CH:9]=[CH:8][C:7]([O:10][C:11]2[CH:16]=[CH:15][C:14]([C:17]([F:20])([F:19])[F:18])=[CH:13][C:12]=2[Cl:21])=[CH:6][C:5]=1[NH:22]C(=O)C)([O-:3])=[O:2]>S(=O)(=O)(O)O>[NH2:22][C:5]1[CH:6]=[C:7]([O:10][C:11]2[CH:16]=[CH:15][C:14]([C:17]([F:19])([F:18])[F:20])=[CH:13][C:12]=2[Cl:21])[CH:8]=[CH:9][C:4]=1[N+:1]([O-:3])=[O:2]. Procedure details: To concentrated sulphuric acid (350 ml), N-[2-nitro-5(2-chloro-4-{trifluoromethyl}phenoxy)phenyl]acetamide (75.5 g; 0.2 mole) is added in small portions in the course of twenty minutes. The temperature rises to 30° C. The reaction mixture is then heated to 50° C. for 2 hours and, after being cooled, is then poured onto ice/water (1 kg). The solid thus obtained is purified by chromatography to give 1-amino-2-nitro-5-[2-chloro-4-(trifluoromethyl)phenoxy]benzene (44 g), m.p. 100° C. Yield 69%.